Dataset: the Open Reaction Database (ORD), a public repository of structured organic reaction records. Task: describe an organic reaction: reactants, conditions, products, and yield Starting materials: O=C([O-])[O-], Cc1oc2cc(O)ccc2c1C(=O)NCC(C)C, Cn1ccnc1-c1cc2nccc(Cl)c2s1, [Cs+], [Cs+]. The product is Cc1oc2cc(Oc3ccnc4cc(-c5nccn5C)sc34)ccc2c1C(=O)NCC(C)C. As a reaction SMILES: [C:35](=[O:36])([O-:37])[O-:38].[CH2:17]([CH:18]([CH3:19])[CH3:20])[NH:21][C:22](=[O:23])[c:24]1[c:25]([CH3:34])[o:26][c:27]2[c:28]1[cH:29][cH:30][c:31]([OH:33])[cH:32]2.[Cl:1][c:2]1[c:3]2[c:4]([n:5][cH:6][cH:7]1)[cH:8][c:9](-[c:11]1[n:12]([CH3:16])[cH:13][cH:14][n:15]1)[s:10]2.[Cs+:39].[Cs+:40]>>[c:2]1([O:33][c:31]2[cH:30][cH:29][c:28]3[c:24]([C:22]([NH:21][CH2:17][CH:18]([CH3:19])[CH3:20])=[O:23])[c:25]([CH3:34])[o:26][c:27]3[cH:32]2)[c:3]2[c:4]([n:5][cH:6][cH:7]1)[cH:8][c:9](-[c:11]1[n:12]([CH3:16])[cH:13][cH:14][n:15]1)[s:10]2.